From a dataset of the Open Reaction Database (ORD), a public repository of structured organic reaction records. describe an organic reaction: reactants, conditions, products, and yield Starting materials: BrC(C1=CC=CC=C1)C1=CC=CC=C1 (bromodiphenylmethane), C(C1=CC=CC=C1)(C1=CC=CC=C1)NC(N(C1CNCC1)C)=O (3-benzhydryl-1-methyl-1-pyrrolidin-3-yl-urea), C(=O)([O-])[O-].[K+].[K+] (K2CO3). Solvent: CC(CC)=O (butanone). Yields the product C(C1=CC=CC=C1)(C1=CC=CC=C1)NC(N(C)[C@H]1CN(CC1)C(C1=CC=CC=C1)C1=CC=CC=C1)=O ((R)-3-Benzhydryl-1-(1-benzhydryl-pyrrolidin-3-yl)-1-methyl-urea). Reaction SMILES: Br[CH:2]([C:9]1[CH:14]=[CH:13][CH:12]=[CH:11][CH:10]=1)[C:3]1[CH:8]=[CH:7][CH:6]=[CH:5][CH:4]=1.[CH:15]([NH:28][C:29](=[O:37])[N:30]([CH3:36])[CH:31]1[CH2:35][CH2:34][NH:33][CH2:32]1)([C:22]1[CH:27]=[CH:26][CH:25]=[CH:24][CH:23]=1)[C:16]1[CH:21]=[CH:20][CH:19]=[CH:18][CH:17]=1.C([O-])([O-])=O.[K+].[K+]>CC(=O)CC>[CH:15]([NH:28][C:29](=[O:37])[N:30]([C@@H:31]1[CH2:35][CH2:34][N:33]([CH:2]([C:3]2[CH:8]=[CH:7][CH:6]=[CH:5][CH:4]=2)[C:9]2[CH:14]=[CH:13][CH:12]=[CH:11][CH:10]=2)[CH2:32]1)[CH3:36])([C:16]1[CH:17]=[CH:18][CH:19]=[CH:20][CH:21]=1)[C:22]1[CH:27]=[CH:26][CH:25]=[CH:24][CH:23]=1 |f:2.3.4|. Reported procedure: To a solution of bromodiphenylmethane (0.43 g, 1.75 mmol) in butanone (10 ml) was added 3-benzhydryl-1-methyl-1-pyrrolidin-3-yl-urea(0.65 g, 2.1 mmol), K2CO3 (0.24, 1.75 mmol) and KI (0.29 g, 1.75 mmol). The mixture was heated under reflux for 18 hours, then filtered and the solvent was removed in vacuo. The residue was dissolved in CH2Cl2 (50 ml) and washed with water (10 ml). Drying over MgSO4 and removal of solvent under reduced pressure followed by column chromatography using Hex:EtOAc (1:1)... As a reaction SMILES: [C:1](=[O:2])([O-:3])[O-:4].[C:38]([O:39][CH2:40][CH3:41])(=[O:42])[CH3:43].[CH2:7]([CH2:8][CH2:9][CH2:10][CH2:11][CH3:12])[I:13].[CH3:14][N:15]([CH3:16])[CH:17]=[O:18].[CH3:44][CH2:45][CH2:46][CH2:47][CH2:48][CH3:49].[K+:5].[K+:6].[O:19]1[CH:20]2[CH2:21][CH:22]3[CH:23]([CH:24]([O:31][C:32]([NH:33][CH3:34])=[O:35])[O:25][CH:26]=[C:27]3[C:28](=[O:29])[OH:30])[C:36]12[CH3:37]>>[CH2:7]([CH2:8][CH2:9][CH2:10][CH2:11][CH3:12])[O:30][C:28]([C:27]1=[CH:26][O:25][CH:24]([O:31][C:32]([NH:33][CH3:34])=[O:35])[CH:23]2[CH:22]1[CH2:21][CH:20]1[O:19][C:36]12[CH3:37])=[O:29]. The reactants are O=C([O-])[O-], CCOC(C)=O, CCCCCCI, CN(C)C=O, CCCCCC, [K+], [K+], CNC(=O)OC1OC=C(C(=O)O)C2CC3OC3(C)C12. Yields the product CCCCCCOC(=O)C1=COC(OC(=O)NC)C2C1CC1OC12C. Reactants: C1CCC2=NCCCN2CC1, CI, CN(C)C=O, O=C(O)C(=O)Cc1ccccc1. Yields the product COC(=O)C(=O)Cc1ccccc1. RXN SMILES: [CH2:13]1[CH2:14][CH2:15][C:16]2=[N:21][CH2:20][CH2:19][CH2:18][N:17]2[CH2:22][CH2:23]1.[I:24][CH3:25].[O:26]=[CH:27][N:28]([CH3:29])[CH3:30].[OH:1][C:2](=[O:3])[C:4](=[O:5])[CH2:6][c:7]1[cH:8][cH:9][cH:10][cH:11][cH:12]1>>[O:1]([C:2](=[O:3])[C:4](=[O:5])[CH2:6][c:7]1[cH:8][cH:9][cH:10][cH:11][cH:12]1)[CH3:13].